From a dataset of the Open Reaction Database (ORD), a public repository of structured organic reaction records. describe an organic reaction: reactants, conditions, products, and yield Reactants: C(Cl)Cl (DCM), C(C=C)(=O)OCC (ethyl acrylate), CN1C=2N(CCC1)CCCN2 (1-methyl-2,3,4,6,7,8-hexahydro-1H-pyrimido[1,2-a]pyrimidine), C1NCC2=CC(=CC=C12)C=1SC2=NC(=CC=C2N1)C1(CC1)C1=CC=CC=C1 (2-(Isoindolin-5-yl)-5-(1-phenylcyclopropyl)thiazolo[5,4-b]pyridine). Run in CO (methanol). Run at time 16 hour. The product is C1(=CC=CC=C1)C1(CC1)C1=CC=C2C(=N1)SC(=N2)C=2C=C1CN(CC1=CC2)CCC(=O)OC (Methyl 3-(5-(5-(1-phenylcyclopropyl)-thiazolo[5,4-b]pyridin-2-yl)isoindolin-2-yl)propanoate). As a reaction SMILES: [CH2:1]1[C:9]2[C:4](=[CH:5][C:6]([C:10]3[S:11][C:12]4[C:17]([N:18]=3)=[CH:16][CH:15]=[C:14]([C:19]3([C:22]5[CH:27]=[CH:26][CH:25]=[CH:24][CH:23]=5)[CH2:21][CH2:20]3)[N:13]=4)=[CH:7][CH:8]=2)[CH2:3][NH:2]1.C(Cl)Cl.[C:31]([O:35][CH2:36]C)(=[O:34])[CH:32]=[CH2:33].CN1CCCN2CCCN=C12>CO>[C:22]1([C:19]2([C:14]3[N:13]=[C:12]4[S:11][C:10]([C:6]5[CH:5]=[C:4]6[C:9](=[CH:8][CH:7]=5)[CH2:1][N:2]([CH2:33][CH2:32][C:31]([O:35][CH3:36])=[O:34])[CH2:3]6)=[N:18][C:17]4=[CH:16][CH:15]=3)[CH2:20][CH2:21]2)[CH:23]=[CH:24][CH:25]=[CH:26][CH:27]=1. Reported procedure: 2-(Isoindolin-5-yl)-5-(1-phenylcyclopropyl)thiazolo[5,4-b]pyridine (75 mg, 0.203 mmol) was dissolved in methanol (2.0 mL) and DCM (1 mL) before ethyl acrylate (27.1 μL, 0.244 mmol) and 1-methyl-2,3,4,6,7,8-hexahydro-1H-pyrimido[1,2-a]pyrimidine (1.457 μL, 10.15 μmol) were added and stirred at ambient temperature for 16 h. Methyl 3-(5-(5-(1-phenylcyclopropyl)-thiazolo[5,4-b]pyridin-2-yl)isoindolin-2-yl)propanoate was obtained after purification via flash chromatography. MS (ESI) m/z: Calculated: ... Starting materials: C(C1=CC=CC=C1)(C1=CC=CC=C1)(C1=CC=CC=C1)N1C=NC(=C1)C=O (1-trityl-4-formyl-1H-imidazole), [Cl-].[NH4+] (ammonium chloride), BrC=1C=C2C=CC(=CC2=CC1)C(=O)NC (6-bromo-N-methyl-2-naphthamide), CCCCCC.C(CCC)[Li] (n-butyllithium hexane), CCCCCCC.C(CCC)[Mg]CCCC (dibutylmagnesium heptane). Run in O1CCCC1 (tetrahydrofuran), O1CCCC1 (tetrahydrofuran). Run at temperature -13 celsius, time 1.5 hour. Yields the product OC(C=1C=C2C=CC(=CC2=CC1)C(=O)NC)C=1N=CN(C1)C(C1=CC=CC=C1)(C1=CC=CC=C1)C1=CC=CC=C1 (6-[hydroxy(1-trityl-1H-imidazol-4-yl)methyl]-N-methyl-2-naphthamide). Yield: 59.1%. As a reaction SMILES: Br[C:2]1[CH:3]=[C:4]2[C:9](=[CH:10][CH:11]=1)[CH:8]=[C:7]([C:12]([NH:14][CH3:15])=[O:13])[CH:6]=[CH:5]2.CCCCCCC.C([Mg]CCCC)CCC.CCCCCC.C([Li])CCC.[C:43]([N:62]1[CH:66]=[C:65]([CH:67]=[O:68])[N:64]=[CH:63]1)([C:56]1[CH:61]=[CH:60][CH:59]=[CH:58][CH:57]=1)([C:50]1[CH:55]=[CH:54][CH:53]=[CH:52][CH:51]=1)[C:44]1[CH:49]=[CH:48][CH:47]=[CH:46][CH:45]=1.[Cl-].[NH4+]>O1CCCC1>[OH:68][CH:67]([C:65]1[N:64]=[CH:63][N:62]([C:43]([C:44]2[CH:49]=[CH:48][CH:47]=[CH:46][CH:45]=2)([C:50]2[CH:51]=[CH:52][CH:53]=[CH:54][CH:55]=2)[C:56]2[CH:61]=[CH:60][CH:59]=[CH:58][CH:57]=2)[CH:66]=1)[C:2]1[CH:3]=[C:4]2[C:9](=[CH:10][CH:11]=1)[CH:8]=[C:7]([C:12]([NH:14][CH3:15])=[O:13])[CH:6]=[CH:5]2 |f:1.2,3.4,6.7|. Procedure: Under a nitrogen atmosphere, 6-bromo-N-methyl-2-naphthamide (1.0 g, 3.79 mmol) was added to tetrahydrofuran (25 mL), and then 1.0 mol/L dibutylmagnesium heptane solution (2.0 mL) was added dropwise thereto at room temperature. The obtained solution was cooled to −13° C., 1.6 mol/L n-butyllithium hexane solution (2.6 mL) was added dropwise thereto, and the mixture was stirred at the same temperature for 1.5 hr. A solution of 1-trityl-4-formyl-1H-imidazole (1.4 g, 4.2 mmol) in tetrahydrofuran (15 ... The reactants are C(=CC1=CC=CC=C1)C=1C=C(C(=O)O)C=CC1 (3-Styryl-benzoic acid), C(CC)N (n-propylamine). The product is C(CC)NC(C1=CC(=CC=C1)C=CC1=CC=CC=C1)=O (N-Propyl-3-styryl-benzamide). RXN SMILES: [CH:1]([C:9]1[CH:10]=[C:11]([CH:15]=[CH:16][CH:17]=1)[C:12]([OH:14])=O)=[CH:2][C:3]1[CH:8]=[CH:7][CH:6]=[CH:5][CH:4]=1.[CH2:18]([NH2:21])[CH2:19][CH3:20]>>[CH2:18]([NH:21][C:12](=[O:14])[C:11]1[CH:15]=[CH:16][CH:17]=[C:9]([CH:1]=[CH:2][C:3]2[CH:4]=[CH:5][CH:6]=[CH:7][CH:8]=2)[CH:10]=1)[CH2:19][CH3:20]. Reported procedure: Using preparation method 1, 74B (224 mg, 1 mmol) was reacted with n-propylamine (90 μL, 65 mg, 1.1 mmol). The product was purified by flash chromatography on SiO2 using CH2Cl2/hexanes 40:60 to CH2Cl2/hexanes 60:40. White crystals were obtained (154 mg, 58%). NMR 1H (ppm, CDCl3): 7.92 (s, 1H), 7.60 (t, J3=7.7 Hz, 2H), 7.51 (d, J3=7.8 Hz, 2H), 7.40 (t, J3=7.6 Hz, 1H), 7.36 (t, J3=7.5 Hz, 2H), 7.29-7.26 (m, 1H), 7.18 (d, J3=16.4 Hz, 1H), 7.10 (d, J3=16.3 Hz, 1H), 6.12 (br. s, 1H), 3.47-3.40 (m, 2H)... Reactants: [Cl-], OCc1cc(Oc2ccccc2)ccc1F, CC(C)C(Nc1ccc(C(F)(F)F)cc1F)C(=O)O. The product is CC(C)C(Nc1ccc(C(F)(F)F)cc1F)C(=O)OCc1cc(Oc2ccccc2)ccc1F. RXN SMILES: [Cl-:1].[F:21][c:22]1[c:23]([CH2:24][OH:25])[cH:26][c:27]([O:30][c:31]2[cH:32][cH:33][cH:34][cH:35][cH:36]2)[cH:28][cH:29]1.[F:2][c:3]1[c:4]([NH:13][CH:14]([C:15](=[O:16])[OH:17])[CH:18]([CH3:19])[CH3:20])[cH:5][cH:6][c:7]([C:9]([F:10])([F:11])[F:12])[cH:8]1>>[F:2][c:3]1[c:4]([NH:13][CH:14]([C:15](=[O:16])[O:17][CH2:24][c:23]2[c:22]([F:21])[cH:29][cH:28][c:27]([O:30][c:31]3[cH:32][cH:33][cH:34][cH:35][cH:36]3)[cH:26]2)[CH:18]([CH3:19])[CH3:20])[cH:5][cH:6][c:7]([C:9]([F:10])([F:11])[F:12])[cH:8]1. Starting materials: CCNC(=O)Nc1ccc(-c2nc3c(c(N4CCOCC4)n2)CCN(c2nc(C)cc(C(=O)OC)n2)C3)cc1, CO, Cl, [Na+], [OH-]. The product is CCNC(=O)Nc1ccc(-c2nc3c(c(N4CCOCC4)n2)CCN(c2nc(C)cc(C(=O)O)n2)C3)cc1. RXN SMILES: [CH2:1]([CH3:2])[NH:3][C:4]([NH:5][c:6]1[cH:7][cH:8][c:9](-[c:12]2[n:13][c:14]([N:33]3[CH2:34][CH2:35][O:36][CH2:37][CH2:38]3)[c:15]3[c:16]([n:17]2)[CH2:18][N:19]([c:22]2[n:23][c:24]([CH3:32])[cH:25][c:26]([C:28](=[O:29])[O:30][CH3:31])[n:27]2)[CH2:20][CH2:21]3)[cH:10][cH:11]1)=[O:39].[CH3:43][OH:44].[ClH:42].[Na+:41].[OH-:40]>>[CH2:1]([CH3:2])[NH:3][C:4]([NH:5][c:6]1[cH:7][cH:8][c:9](-[c:12]2[n:13][c:14]([N:33]3[CH2:34][CH2:35][O:36][CH2:37][CH2:38]3)[c:15]3[c:16]([n:17]2)[CH2:18][N:19]([c:22]2[n:23][c:24]([CH3:32])[cH:25][c:26]([C:28](=[O:29])[OH:30])[n:27]2)[CH2:20][CH2:21]3)[cH:10][cH:11]1)=[O:39].